From a dataset of the Open Reaction Database (ORD), a public repository of structured organic reaction records. describe an organic reaction: reactants, conditions, products, and yield Reactants: C(C)(=O)O.N=C1NCCC(C1)C (2-imino-4-methylpiperidine acetate), OC=1C(=NC(=CC1)C)[N+](=O)[O-] (3-hydroxy-6-methyl-2-nitropyridine). The product is C(C)(=O)O.OC1C(NC(CC1)C)=N (3-hydroxy-2-imino-6-methylpiperidine acetate). As a reaction SMILES: [C:1]([OH:4])(=[O:3])[CH3:2].N=C1CC(C)CCN1.[OH:13][C:14]1[C:15]([N+:21]([O-])=O)=[N:16][C:17]([CH3:20])=[CH:18][CH:19]=1>>[C:1]([OH:4])(=[O:3])[CH3:2].[OH:13][CH:14]1[CH2:19][CH2:18][CH:17]([CH3:20])[NH:16][C:15]1=[NH:21] |f:0.1,3.4|. Procedure details: The method of preparation of 2-imino-4-methylpiperidine acetate was used to convert 3-hydroxy-6-methyl-2-nitropyridine to the title compound except the reaction was run at 55° C. Product was obtained as a dark solid which was recrystallized from EtOH/EtOAc to give light amber crystals. The analysis of the product was found to be consistent with the proposed structure. m.p. 158-160° C. MH+=129; 1H NMR (D2O): δ4.40-4.30 (m, 1H); 3.60-3.40 (m, 1H); 2.00-1.40 (m, 4H); 1.72 (s, 3H); 1.10 (d, J=7 Hz, ... Reactants: C(C)(=O)OC1=C(C(=O)OC[C@H]2OC3(OC2)CCCCC3)C=CC=C1 ([2S]-1,4-dioxa-spiro[4,5]dec-2-yl-methyl 2-acetoxybenzoate), FC(C(=O)O)(F)F (trifluoroacetic acid). The solvent is ClCCl (dichloromethane). Run at time 2 hour. Yields the product C(C)(=O)OC1=C(C(=O)OC[C@H](CO)O)C=CC=C1 ([2S]-2,3-dihydroxy-propyl 2-acetoxybenzoate). Reaction SMILES: [C:1]([O:4][C:5]1[CH:24]=[CH:23][CH:22]=[CH:21][C:6]=1[C:7]([O:9][CH2:10][C@@H:11]1[CH2:15][O:14]C2(CCCCC2)[O:12]1)=[O:8])(=[O:3])[CH3:2].FC(F)(F)C(O)=O>ClCCl>[C:1]([O:4][C:5]1[CH:24]=[CH:23][CH:22]=[CH:21][C:6]=1[C:7]([O:9][CH2:10][C@@H:11]([OH:12])[CH2:15][OH:14])=[O:8])(=[O:3])[CH3:2]. Procedure: The solution from [2S]-1,4-dioxa-spiro[4,5]dec-2-yl-methyl 2-acetoxybenzoate (527 mg, 1.58 mmol) in dichloromethane (10 ml) is treated with trifluoroacetic acid (2 ml). After 2 h at room temperature, the mixture is concentrated, the residue is taken up in toluene (10 ml) and the solution is concentrated. The residue is purified by column chromatography (dichloromethane/methanol=30/1). Yield: 161 mg. Starting materials: N1CCNCCNCC1 (1,4,7-triazacyclononane), C(C)OC(=O)C1=NC(=CC(=C1)C1=C(C=C(C=C1OC)OC)OC)CBr (4-(2,4,6-trimethoxyphenyl)-6-(bromomethyl)pyridine-2-carboxylic acid ethyl ester). Solvent: C(C)#N (acetonitrile). The product is C(C)OC(=O)C1=CC(=CC(=N1)CN1CCN(CCN(CC1)CC1=NC(=CC(=C1)C1=C(C=C(C=C1OC)OC)OC)C(=O)OCC)CC1=CC(=CC(=N1)C(=O)OCC)C1=C(C=C(C=C1OC)OC)OC)C1=C(C=C(C=C1OC)OC)OC (ethyl 6-((4,7-bis((6-(ethoxycarbonyl)-4-(2,4,6-trimethoxyphenyl)-pyridin-2-yl)methyl)-1,4,7-triazonan-1-yl)methyl)-4-(2,4,6-trimethoxyphenyl)-pyridine-2-carboxylate). The yield is 62.4%. Reaction SMILES: [NH:1]1[CH2:9][CH2:8][NH:7][CH2:6][CH2:5][NH:4][CH2:3][CH2:2]1.[CH2:10]([O:12][C:13]([C:15]1[CH:20]=[C:19]([C:21]2[C:26]([O:27][CH3:28])=[CH:25][C:24]([O:29][CH3:30])=[CH:23][C:22]=2[O:31][CH3:32])[CH:18]=[C:17]([CH2:33]Br)[N:16]=1)=[O:14])[CH3:11]>C(#N)C>[CH2:10]([O:12][C:13]([C:15]1[N:16]=[C:17]([CH2:33][N:1]2[CH2:9][CH2:8][N:7]([CH2:33][C:17]3[CH:18]=[C:19]([C:21]4[C:22]([O:31][CH3:32])=[CH:23][C:24]([O:29][CH3:30])=[CH:25][C:26]=4[O:27][CH3:28])[CH:20]=[C:15]([C:13]([O:12][CH2:10][CH3:11])=[O:14])[N:16]=3)[CH2:6][CH2:5][N:4]([CH2:33][C:17]3[N:16]=[C:15]([C:13]([O:12][CH2:10][CH3:11])=[O:14])[CH:20]=[C:19]([C:21]4[C:26]([O:27][CH3:28])=[CH:25][C:24]([O:29][CH3:30])=[CH:23][C:22]=4[O:31][CH3:32])[CH:18]=3)[CH2:3][CH2:2]2)[CH:18]=[C:19]([C:21]2[C:26]([O:27][CH3:28])=[CH:25][C:24]([O:29][CH3:30])=[CH:23][C:22]=2[O:31][CH3:32])[CH:20]=1)=[O:14])[CH3:11]. Procedure details: 1,4,7-triazacyclononane (31.5 mg) and compound 14 (0.3 g, 0.76 mmol) were dissolved in dry acetonitrile (20 mL) Potassium carbonate (0.17 g) was added and the mixture was refluxed overnight. The mixture was allowed to cool to room temperature, filtered and concentrated. Purification on silica gel (eluent CH2Cl2:EtOH: HOAc; 80:20:1, v/v/v) yielded the title compound (0.17 g, 62%). ESI-MS: [M+H]+ 1117.5 calc. for C60H73N6O15+1117.5. Reactants: C(C1=CC=CC=C1)(C1=CC=CC=C1)N1CC(C1)OC(C1=C(C=CC=C1)C(F)(F)F)C1=CC=C(C=C1)C (1-benzhydryl-3-[2-(trifluoromethyl)-4′-methylbenzhydryloxy]azetidine), Cl.ClC1=C(C(C2=CC=C(C=C2)Cl)OC2CNC2)C=CC=C1 (3-(2,4′-dichlorobenzhydryloxy)azetidine hydrochloride). The product is Cl.FC(C1=C(C(C2=CC=C(C=C2)C)OC2CNC2)C=CC=C1)(F)F (3-[2-(trifluoromethyl)-4′-methylbenzhydryloxy]azetidine hydrochloride). Isolated yield 54.0%. RXN SMILES: C([N:14]1[CH2:17][CH:16]([O:18][CH:19]([C:30]2[CH:35]=[CH:34][C:33]([CH3:36])=[CH:32][CH:31]=2)[C:20]2[CH:25]=[CH:24][CH:23]=[CH:22][C:21]=2[C:26]([F:29])([F:28])[F:27])[CH2:15]1)(C1C=CC=CC=1)C1C=CC=CC=1.Cl.[Cl:38]C1C=CC=CC=1C(OC1CNC1)C1C=CC(Cl)=CC=1>>[ClH:38].[F:29][C:26]([F:27])([F:28])[C:21]1[CH:22]=[CH:23][CH:24]=[CH:25][C:20]=1[CH:19]([O:18][CH:16]1[CH2:17][NH:14][CH2:15]1)[C:30]1[CH:35]=[CH:34][C:33]([CH3:36])=[CH:32][CH:31]=1 |f:1.2,3.4|. Procedure details: This material was prepared from 1-benzhydryl-3-[2-(trifluoromethyl)-4′-methylbenzyloxy]azetidine (150) (7.5 mmol) using the procedure described for compound (9). Crystallisation from DIPE-MeOH afforded the product as a white solid (1.39 g, 54%). The reactants are C1CCOC1, Cl, O, CCOC(=O)c1ccc(C2CC(=O)N(C)C2C(O)c2ccc(-c3ccccc3)s2)cc1. The product is CN1C(=O)CC(c2ccc(CO)cc2)C1C(O)c1ccc(-c2ccccc2)s1. As a reaction SMILES: [CH2:34]1[O:35][CH2:36][CH2:37][CH2:38]1.[ClH:32].[OH2:33].[OH:1][CH:2]([CH:3]1[CH:4]([c:10]2[cH:11][cH:12][c:13]([C:16](=[O:17])[O:18][CH2:19][CH3:20])[cH:14][cH:15]2)[CH2:5][C:6](=[O:9])[N:7]1[CH3:8])[c:21]1[s:22][c:23](-[c:26]2[cH:27][cH:28][cH:29][cH:30][cH:31]2)[cH:24][cH:25]1>>[OH:1][CH:2]([CH:3]1[CH:4]([c:10]2[cH:11][cH:12][c:13]([CH2:16][OH:17])[cH:14][cH:15]2)[CH2:5][C:6](=[O:9])[N:7]1[CH3:8])[c:21]1[s:22][c:23](-[c:26]2[cH:27][cH:28][cH:29][cH:30][cH:31]2)[cH:24][cH:25]1. Reactants: Cc1oc(-c2ccc(Br)cc2)nc1CCOS(C)(=O)=O, O=C([O-])[O-], Cc1ccc(S(=O)(=O)O)cc1, CC#N, FCC1CCNC1, [I-], [K+], [K+], [K+]. Product: Cc1oc(-c2ccc(Br)cc2)nc1CCN1CCC(CF)C1. Reaction SMILES: [Br:1][c:2]1[cH:3][cH:4][c:5](-[c:8]2[o:9][c:10]([CH3:20])[c:11]([CH2:13][CH2:14][O:15][S:16]([CH3:17])(=[O:18])=[O:19])[n:12]2)[cH:6][cH:7]1.[C:21](=[O:22])([O-:23])[O-:24].[CH3:29][c:30]1[cH:31][cH:32][c:33]([S:34]([OH:35])(=[O:36])=[O:37])[cH:38][cH:39]1.[CH3:47][C:48]#[N:49].[F:40][CH2:41][CH:42]1[CH2:43][NH:44][CH2:45][CH2:46]1.[I-:28].[K+:25].[K+:26].[K+:27]>>[Br:1][c:2]1[cH:3][cH:4][c:5](-[c:8]2[o:9][c:10]([CH3:20])[c:11]([CH2:13][CH2:14][N:44]3[CH2:43][CH:42]([CH2:41][F:40])[CH2:46][CH2:45]3)[n:12]2)[cH:6][cH:7]1. Starting materials: O=C1N(CCC1)CC(=O)OCC (ethyl 2-oxo-1-pyrrolidineacetate), NCCCCCCN (1,6-diaminohexane), CCOCC (Ether). The solvent is CO (methanol). Reaction conditions: time 19 hour. The product is O=C1N(CCC1)CC(=O)NCCCCCCNC(CN1C(CCC1)=O)=O (1,6-Bis-(2-oxo-1-pyrrolidineacetamido)-hexane). RXN SMILES: [O:1]=[C:2]1[CH2:6][CH2:5][CH2:4][N:3]1[CH2:7][C:8]([O:10]CC)=O.[NH2:13][CH2:14][CH2:15][CH2:16][CH2:17][CH2:18][CH2:19][NH2:20].CC[O:23][CH2:24][CH3:25]>CO>[O:1]=[C:2]1[CH2:6][CH2:5][CH2:4][N:3]1[CH2:25][C:24]([NH:13][CH2:14][CH2:15][CH2:16][CH2:17][CH2:18][CH2:19][NH:20][C:8](=[O:10])[CH2:7][N:3]1[CH2:4][CH2:5][CH2:6][C:2]1=[O:1])=[O:23]. Reported procedure: 10 g (0.06 mol) of ethyl 2-oxo-1-pyrrolidineacetate and 3.4 g (0.03 mol) of 1,6-diaminohexane are dissolved in 5 ml of absolute methanol and the solution is boiled for 19 hours, moisture being excluded. Ether is added to the solution and the precipitate which separates out is filtered off. The product is purified by chromatography on silica gel from methanol:water (100:25). Reactants: Cl.SC1CN(C1)C=1SCCN1 (3-mercapto-1-(1,3-thiazolin-2-yl)azetidine hydrochloride), C(C)(C)N(CC)C(C)C (diisopropylethylamine), O (water), C1(=CC=CC=C1)P(=O)(C1=CC=CC=C1)OC=1[C@@H]([C@H]2N(C1C(=O)OCC1=CC=C(C=C1)[N+](=O)[O-])C([C@@H]2[C@@H](C)O)=O)C (p-nitrobenzyl (1R,5R,6S)-2-(diphenylphosphoryloxy)-6-[(R)-1-hydroxyethyl]-1-methyl-carbapen-2-em-3-carboxylate). Run in mixed solvent, C(C)#N (acetonitrile), C(Cl)(Cl)Cl (chloroform), C(C)OC(C)=O (ethylacetate). Run at time 2 hour. The product is S1C(=NCC1)N1CC(C1)SC=1[C@@H]([C@H]2N(C1C(=O)OCC1=CC=C(C=C1)[N+](=O)[O-])C([C@@H]2[C@@H](C)O)=O)C (p-nitrobenzyl (1R,5S,6S)-2-[1-(1,3-thiazolin-2-yl)azetidin-3-yl]thio-6-[(R)-1-hydroxyethyl]-1-methyl-carbapen-2-em-3-carboxylate). The yield is 87.1%. Reaction SMILES: Cl.[SH:2][CH:3]1[CH2:6][N:5]([C:7]2[S:8][CH2:9][CH2:10][N:11]=2)[CH2:4]1.O.C1(P(O[C:28]2[C@H:29]([CH3:52])[C@@H:30]3[C@@H:47]([C@H:48]([OH:50])[CH3:49])[C:46](=[O:51])[N:31]3[C:32]=2[C:33]([O:35][CH2:36][C:37]2[CH:42]=[CH:41][C:40]([N+:43]([O-:45])=[O:44])=[CH:39][CH:38]=2)=[O:34])(C2C=CC=CC=2)=O)C=CC=CC=1.C(N(C(C)C)CC)(C)C>C(OC(=O)C)C.C(Cl)(Cl)Cl.C(#N)C>[S:8]1[CH2:9][CH2:10][N:11]=[C:7]1[N:5]1[CH2:6][CH:3]([S:2][C:28]2[C@H:29]([CH3:52])[C@@H:30]3[C@@H:47]([C@H:48]([OH:50])[CH3:49])[C:46](=[O:51])[N:31]3[C:32]=2[C:33]([O:35][CH2:36][C:37]2[CH:38]=[CH:39][C:40]([N+:43]([O-:45])=[O:44])=[CH:41][CH:42]=2)=[O:34])[CH2:4]1 |f:0.1|. Reported procedure: There was dissolved 700 mg of 3-mercapto-1-(1,3-thiazolin-2-yl)azetidine hydrochloride (8), which was obtained in the above Example 6, in 15 ml of a mixed solvent composed of water, acetonitrile and chloroform, and, to the resulting solution, there was added 1668 mg of p-nitrobenzyl (1R,5R,6S)-2-(diphenylphosphoryloxy)-6-[(R)-1-hydroxyethyl]-1-methyl-carbapen-2-em-3-carboxylate (14). To the obtained solution which was being cooled with ice, there was added 2.8 ml of diisopropylethylamine in the ... Starting materials: ClC1=C(OC2(CCC2)C(=O)O)C=CC(=C1Cl)C(C(CCC)=C)=O (1-[2,3-dichloro-4-(2-methylenevaleryl)phenoxy]cyclobutane-1-carboxylic acid), C([O-])(O)=O.[Na+] (sodium bicarbonate), O (water). Product: ClC1=C(OC2(CCC2)C(=O)[O-])C=CC(=C1Cl)C(C(CCC)=C)=O.[Na+] (Sodium 1-[2,3-Dichloro-4-(2-methylenevaleryl)phenoxy]cyclobutane-1-carboxylate). Reaction SMILES: [Cl:1][C:2]1[C:15]([Cl:16])=[C:14]([C:17](=[O:23])[C:18](=[CH2:22])[CH2:19][CH2:20][CH3:21])[CH:13]=[CH:12][C:3]=1[O:4][C:5]1([C:9]([OH:11])=[O:10])[CH2:8][CH2:7][CH2:6]1.O.C(=O)(O)[O-].[Na+:29]>>[Cl:1][C:2]1[C:15]([Cl:16])=[C:14]([C:17](=[O:23])[C:18](=[CH2:22])[CH2:19][CH2:20][CH3:21])[CH:13]=[CH:12][C:3]=1[O:4][C:5]1([C:9]([O-:11])=[O:10])[CH2:8][CH2:7][CH2:6]1.[Na+:29] |f:2.3,4.5|. Procedure: 200 mg of 1-[2,3-dichloro-4-(2-methylenevaleryl)phenoxy]cyclobutane-1-carboxylic acid is dissolved in 31 ml of 0.1N sodium bicarbonate and sufficient isotonic buffer to make a final volume of 100 ml. The water from all sources was pyrogen free. The solution is sterilized by filtration. Reactants: CC(C)(C)C(=O)Cl, CCN(C(C)C)C(C)C, ClCCl, O=C(O)Cn1cnc2ccc(F)c(F)c21, Cc1cc(C(C)(C)C#N)ccc1CN. Product: Cc1cc(C(C)(C)C#N)ccc1CNC(=O)Cn1cnc2ccc(F)c(F)c21. RXN SMILES: [C:25]([Cl:26])(=[O:27])[C:28]([CH3:29])([CH3:30])[CH3:31].[CH:16]([N:17]([CH2:18][CH3:19])[CH:20]([CH3:21])[CH3:22])([CH3:23])[CH3:24].[Cl:46][CH2:47][Cl:48].[F:1][c:2]1[cH:3][cH:4][c:5]2[c:6]([n:7]([CH2:10][C:11](=[O:12])[OH:13])[cH:8][n:9]2)[c:14]1[F:15].[NH2:32][CH2:33][c:34]1[c:35]([CH3:45])[cH:36][c:37]([C:40]([C:41]#[N:42])([CH3:43])[CH3:44])[cH:38][cH:39]1>>[F:1][c:2]1[cH:3][cH:4][c:5]2[c:6]([n:7]([CH2:10][C:11](=[O:13])[NH:32][CH2:33][c:34]3[c:35]([CH3:45])[cH:36][c:37]([C:40]([C:41]#[N:42])([CH3:43])[CH3:44])[cH:38][cH:39]3)[cH:8][n:9]2)[c:14]1[F:15].